From a dataset of the Open Reaction Database (ORD), a public repository of structured organic reaction records. describe an organic reaction: reactants, conditions, products, and yield The reactants are C(C1=CC=CC=C1)N1CC(CCC1)O (1-benzyl-3-hydroxypiperidine), FC1=CC=C(C=C1)[N+](=O)[O-] (p-fluoro-nitrobenzene), [H-].[Na+] (sodium hydride). The solvent is CN(C)C=O (DMF), O (H2O). Run at time 3 hour. The product is C(C1=CC=CC=C1)N1CC(CCC1)OC1=CC=C(C=C1)[N+](=O)[O-] (1-Benzyl-3-(4-nitrophenoxy)piperidine). The yield is 94.3%. RXN SMILES: [CH2:1]([N:8]1[CH2:13][CH2:12][CH2:11][CH:10]([OH:14])[CH2:9]1)[C:2]1[CH:7]=[CH:6][CH:5]=[CH:4][CH:3]=1.F[C:16]1[CH:21]=[CH:20][C:19]([N+:22]([O-:24])=[O:23])=[CH:18][CH:17]=1.[H-].[Na+]>CN(C=O)C.O>[CH2:1]([N:8]1[CH2:13][CH2:12][CH2:11][CH:10]([O:14][C:16]2[CH:21]=[CH:20][C:19]([N+:22]([O-:24])=[O:23])=[CH:18][CH:17]=2)[CH2:9]1)[C:2]1[CH:3]=[CH:4][CH:5]=[CH:6][CH:7]=1 |f:2.3|. Procedure details: A mixture of 1-benzyl-3-hydroxypiperidine (2.0 g, 10 mmoles), p-fluoro-nitrobenzene (1.06 ml, 12 mmoles) and sodium hydride (0.285 g, 12 mmoles) in DMF was stirred at room temperature for 3 hours, diluted with H2O and extracted with EtOAc. The extracts were combined, washed sequentially with water and brine, dried over Na2SO4 and concentrated under vacuum. The resultant residue was purified by flash chromatography using as eluent 50% EtOAc/hexane to afford the title compound (3.0 g, 9.43 mmoles)... The reactants are CC(=O)c1csc(-c2ccc(Cl)c(Cl)c2)c1O, NNC(=O)c1ccc(C(=O)NCc2ccno2)s1. Yields the product CC(=NNC(=O)c1ccc(C(=O)NCc2ccno2)s1)c1csc(-c2ccc(Cl)c(Cl)c2)c1O. As a reaction SMILES: [Cl:1][c:2]1[cH:3][c:4](-[c:9]2[s:10][cH:11][c:12]([C:15](=[O:16])[CH3:17])[c:13]2[OH:14])[cH:5][cH:6][c:7]1[Cl:8].[o:18]1[n:19][cH:20][cH:21][c:22]1[CH2:23][NH:24][C:25](=[O:26])[c:27]1[s:28][c:29]([C:32](=[O:33])[NH:34][NH2:35])[cH:30][cH:31]1>>[Cl:1][c:2]1[cH:3][c:4](-[c:9]2[s:10][cH:11][c:12]([C:15]([CH3:17])=[N:35][NH:34][C:32]([c:29]3[s:28][c:27]([C:25]([NH:24][CH2:23][c:22]4[o:18][n:19][cH:20][cH:21]4)=[O:26])[cH:31][cH:30]3)=[O:33])[c:13]2[OH:14])[cH:5][cH:6][c:7]1[Cl:8]. The reactants are Cl.C(C1=CC=CC=C1)OC1=C2CCCC(C2=CC=C1)C(=O)N(CC=1C=NNC1)C=1C=NC(=CC1)C(C)C (5-benzyloxy-N-(6-isopropylpyridin-3-yl)-N-[(pyrazol-4-yl)methyl]-1,2,3,4-tetrahydronaphthalene-1-carboxamide hydrochloride), C(C1=CC=CC=C1)Br (benzyl bromide). The product is C(C1=CC=CC=C1)OC1=C2CCCC(C2=CC=C1)C(=O)N(C=1C=NC(=CC1)C(C)C)CC=1C=NN(C1)CC1=CC=CC=C1 (5-benzyloxy-N-[(1-benzylpyrazol-4-yl)methyl]-N-(6-isopropylpyridin-3-yl)-1,2,3,4-tetrahydronaphthalene-1-carboxamide). As a reaction SMILES: Cl.[CH2:2]([O:9][C:10]1[CH:19]=[CH:18][CH:17]=[C:16]2[C:11]=1[CH2:12][CH2:13][CH2:14][CH:15]2[C:20]([N:22]([C:29]1[CH:30]=[N:31][C:32]([CH:35]([CH3:37])[CH3:36])=[CH:33][CH:34]=1)[CH2:23][C:24]1[CH:25]=[N:26][NH:27][CH:28]=1)=[O:21])[C:3]1[CH:8]=[CH:7][CH:6]=[CH:5][CH:4]=1.[CH2:38](Br)[C:39]1[CH:44]=[CH:43][CH:42]=[CH:41][CH:40]=1>>[CH2:2]([O:9][C:10]1[CH:19]=[CH:18][CH:17]=[C:16]2[C:11]=1[CH2:12][CH2:13][CH2:14][CH:15]2[C:20]([N:22]([CH2:23][C:24]1[CH:25]=[N:26][N:27]([CH2:38][C:39]2[CH:44]=[CH:43][CH:42]=[CH:41][CH:40]=2)[CH:28]=1)[C:29]1[CH:30]=[N:31][C:32]([CH:35]([CH3:37])[CH3:36])=[CH:33][CH:34]=1)=[O:21])[C:3]1[CH:8]=[CH:7][CH:6]=[CH:5][CH:4]=1 |f:0.1|. Procedure: By the reaction and treatment in the same manner as in Example 271 using 5-benzyloxy-N-(6-isopropylpyridin-3-yl)-N-[(pyrazol-4-yl)methyl]-1,2,3,4-tetrahydronaphthalene-1-carboxamide hydrochloride (0.36 g) and benzyl bromide (0.18 mL) as starting materials, 5-benzyloxy-N-[(1-benzylpyrazol-4-yl)methyl]-N-(6-isopropylpyridin-3-yl)-1,2,3,4-tetrahydronaphthalene-1-carboxamide (0.34 g) was obtained. The reactants are CCOC(C)=O, COc1ccc(N)cc1OC, O=C=NCCCl. The product is COc1ccc(NC(=O)NCCCl)cc1OC. As a reaction SMILES: [CH3:18][CH2:19][O:20][C:21](=[O:22])[CH3:23].[CH3:1][O:2][c:3]1[cH:4][c:5]([NH2:6])[cH:7][cH:8][c:9]1[O:10][CH3:11].[Cl:12][CH2:13][CH2:14][N:15]=[C:16]=[O:17]>>[CH3:1][O:2][c:3]1[cH:4][c:5]([NH:6][C:16]([NH:15][CH2:14][CH2:13][Cl:12])=[O:17])[cH:7][cH:8][c:9]1[O:10][CH3:11]. The reactants are Cc1ccc2c(C)c[nH]c2c1, O=Cc1ccccc1, CC1(c2ccccc2)NC(=O)C=C1O. The product is Cc1ccc2c(C)c(C(C3=C(O)C(C)(c4ccccc4)NC3=O)c3ccccc3)[nH]c2c1. As a reaction SMILES: [CH3:23][c:24]1[cH:25][nH:26][c:27]2[cH:28][c:29]([CH3:33])[cH:30][cH:31][c:32]12.[CH:15](=[O:16])[c:17]1[cH:18][cH:19][cH:20][cH:21][cH:22]1.[OH:1][C:2]1=[CH:3][C:4](=[O:14])[NH:5][C:6]1([c:7]1[cH:8][cH:9][cH:10][cH:11][cH:12]1)[CH3:13]>>[OH:1][C:2]1=[C:3]([CH:15]([c:17]2[cH:18][cH:19][cH:20][cH:21][cH:22]2)[c:25]2[c:24]([CH3:23])[c:32]3[c:27]([nH:26]2)[cH:28][c:29]([CH3:33])[cH:30][cH:31]3)[C:4](=[O:14])[NH:5][C:6]1([c:7]1[cH:8][cH:9][cH:10][cH:11][cH:12]1)[CH3:13]. Reactants: [OH-].[Li+] (Lithium hydroxide), Cl (hydrochloric acid), C1(CCCCC1)C(OC1=CC=C(C(=O)OC)C=C1)C1=C(OC(=C1)C1=CC=C(C=C1)C(F)(F)F)COCC (methyl 4-(cyclohexyl{2-(ethoxymethyl)-5-[4-(trifluoromethyl)phenyl]furan-3-yl}methoxy)benzoate), O (water). Run in CO (methanol), O1CCCC1 (tetrahydrofuran). Conditions: temperature 60 celsius, time 2 hour. The product is C1(CCCCC1)C(OC1=CC=C(C(=O)O)C=C1)C1=C(OC(=C1)C1=CC=C(C=C1)C(F)(F)F)COCC (4-(cyclohexyl{2-(ethoxymethyl)-5-[4-(trifluoromethyl)phenyl]furan-3-yl}methoxy)benzoic acid). Yield: 38.0%. RXN SMILES: [CH:1]1([CH:7]([C:19]2[CH:23]=[C:22]([C:24]3[CH:29]=[CH:28][C:27]([C:30]([F:33])([F:32])[F:31])=[CH:26][CH:25]=3)[O:21][C:20]=2[CH2:34][O:35][CH2:36][CH3:37])[O:8][C:9]2[CH:18]=[CH:17][C:12]([C:13]([O:15]C)=[O:14])=[CH:11][CH:10]=2)[CH2:6][CH2:5][CH2:4][CH2:3][CH2:2]1.[OH-].[Li+].O.Cl>CO.O1CCCC1>[CH:1]1([CH:7]([C:19]2[CH:23]=[C:22]([C:24]3[CH:25]=[CH:26][C:27]([C:30]([F:31])([F:32])[F:33])=[CH:28][CH:29]=3)[O:21][C:20]=2[CH2:34][O:35][CH2:36][CH3:37])[O:8][C:9]2[CH:10]=[CH:11][C:12]([C:13]([OH:15])=[O:14])=[CH:17][CH:18]=2)[CH2:6][CH2:5][CH2:4][CH2:3][CH2:2]1 |f:1.2|. Procedure details: To a solution of cyclohexyl{2-(methoxymethyl)-5-[4-(trifluoromethyl)phenyl]furan-3-yl}methanol (574 mg) obtained by the above-mentioned reaction and methyl 4-hydroxybenzoate (274 mg) in tetrahydrofuran (20 mL) were added tributylphosphine (0.7 mL) and 1,1′-(azodicarbonyl)dipiperidine (757 mg), and the mixture was stirred at room temperature overnight. The solvent was evaporated under reduced pressure, and the residue was purified by silica gel column (0% ethyl acetate/hexane to 15% ethyl acetate... Starting materials: CC(=O)OCc1c(F)c(N)c2c(=O)cc(-c3ccc(N)c(F)c3)oc2c1F, CN(C)CCCC(=O)O, CCN=C=NCCCN(C)C, CN(C)C=O, Cl, Cl, O. Product: CC(=O)OCc1c(F)c(N)c2c(=O)cc(-c3ccc(NC(=O)CCCN(C)C)c(F)c3)oc2c1F. RXN SMILES: [C:1]([CH3:2])(=[O:3])[O:4][CH2:5][c:6]1[c:7]([F:27])[c:8]2[c:9]([c:10](=[O:22])[cH:11][c:12](-[c:14]3[cH:15][c:16]([F:21])[c:17]([NH2:20])[cH:18][cH:19]3)[o:13]2)[c:23]([NH2:26])[c:24]1[F:25].[CH3:29][N:30]([CH2:31][CH2:32][CH2:33][C:34](=[O:35])[OH:36])[CH3:37].[CH3:39][N:40]([CH3:41])[CH2:42][CH2:43][CH2:44][N:45]=[C:46]=[N:47][CH2:48][CH3:49].[CH3:51][N:52]([CH3:53])[CH:54]=[O:55].[ClH:28].[ClH:38].[OH2:50]>>[C:1]([CH3:2])(=[O:3])[O:4][CH2:5][c:6]1[c:7]([F:27])[c:8]2[c:9]([c:10](=[O:22])[cH:11][c:12](-[c:14]3[cH:15][c:16]([F:21])[c:17]([NH:20][C:34]([CH2:33][CH2:32][CH2:31][N:30]([CH3:29])[CH3:37])=[O:35])[cH:18][cH:19]3)[o:13]2)[c:23]([NH2:26])[c:24]1[F:25]. The reactants are C1(=CC=CC=C1)P(C1=CC=CC=C1)C1=CC=CC=C1 (Triphenylphosphine), C(Br)(Br)(Br)Br (carbon tetrabromide), C(C1=CC=CC=C1)OC1=C(C(=O)NC2=C(C(=O)OC(C)(C)C)C=CC(=C2)C2=CC=CC=C2)C=C(C=C1)CCO (tert-butyl 2-(2-(benzyloxy)-5-(2-hydroxyethyl)benzamido)-4-phenylbenzoate). The solvent is C(Cl)Cl (methylene chloride). Run at time 50 minute. Yields the product C(C1=CC=CC=C1)OC1=C(C(=O)NC2=C(C(=O)OC(C)(C)C)C=CC(=C2)C2=CC=CC=C2)C=C(C=C1)CCBr (tert-butyl 2-(2-(benzyloxy)-5-(2-bromoethyl)benzamido)-4-phenylbenzoate). Isolated yield 84.0%. RXN SMILES: C1(P(C2C=CC=CC=2)C2C=CC=CC=2)C=CC=CC=1.[C:20]([Br:24])(Br)(Br)Br.[CH2:25]([O:32][C:33]1[CH:60]=[CH:59][C:58]([CH2:61]CO)=[CH:57][C:34]=1[C:35]([NH:37][C:38]1[CH:50]=[C:49]([C:51]2[CH:56]=[CH:55][CH:54]=[CH:53][CH:52]=2)[CH:48]=[CH:47][C:39]=1[C:40]([O:42][C:43]([CH3:46])([CH3:45])[CH3:44])=[O:41])=[O:36])[C:26]1[CH:31]=[CH:30][CH:29]=[CH:28][CH:27]=1>C(Cl)Cl>[CH2:25]([O:32][C:33]1[CH:60]=[CH:59][C:58]([CH2:61][CH2:20][Br:24])=[CH:57][C:34]=1[C:35]([NH:37][C:38]1[CH:50]=[C:49]([C:51]2[CH:56]=[CH:55][CH:54]=[CH:53][CH:52]=2)[CH:48]=[CH:47][C:39]=1[C:40]([O:42][C:43]([CH3:46])([CH3:45])[CH3:44])=[O:41])=[O:36])[C:26]1[CH:27]=[CH:28][CH:29]=[CH:30][CH:31]=1. Procedure: Triphenylphosphine (0.13 g) and carbon tetrabromide (0.16 g) were added to a methylene chloride (3.4 mL) solution of the obtained tert-butyl 2-(2-(benzyloxy)-5-(2-hydroxyethyl)benzamido)-4-phenylbenzoate (0.17 g), followed by stirring at room temperature for 50 minutes. The reaction mixture was purified by silica gel column chromatography [Kanto Chemical Co., Inc., silica gel 60 (spherical), eluent: chloroform] and then purified by silica gel column chromatography [eluent: 100-85% hexane/ethyl a... Reactants: S1N=C(C=C1)CNCCN (N-(3-isothiazolylmethyl)ethylenediamine), CN(CCN=C=S)C (2-dimethylaminoethyl isothiocyanate). The product is CN(CCNC(=S)NCCNCC1=NSC=C1)C (N-(2-dimethylaminoethyl)-N'-[2-(3-isothiazolylmethylamino)ethyl]thiourea). As a reaction SMILES: [S:1]1[CH:5]=[CH:4][C:3]([CH2:6][NH:7][CH2:8][CH2:9][NH2:10])=[N:2]1.[CH3:11][N:12]([CH3:18])[CH2:13][CH2:14][N:15]=[C:16]=[S:17]>>[CH3:11][N:12]([CH3:18])[CH2:13][CH2:14][NH:15][C:16]([NH:10][CH2:9][CH2:8][NH:7][CH2:6][C:3]1[CH:4]=[CH:5][S:1][N:2]=1)=[S:17]. Procedure details: By the procedure of Example 40(a)(ii), N-(3-isothiazolylmethyl)ethylenediamine is reacted with 2-dimethylaminoethyl isothiocyanate to give N-(2-dimethylaminoethyl)-N'-[2-(3-isothiazolylmethylamino)ethyl]thiourea. Reacting with hydrobromic acid gives the hydrobromide salt. Yields the product CNC1=Nc2ccc(Cl)cc2N(c2ccccc2)C(=O)C1. Reactants: CN, [Cl-], [Cl-], [Cl-], [Cl-], O=C1CC(=O)N(c2ccccc2)c2cc(Cl)ccc2N1, C1CCOC1, [Ti+4], c1ccccc1. Reaction SMILES: [CH3:26][NH2:27].[Cl-:34].[Cl-:35].[Cl-:36].[Cl-:37].[Cl:1][c:2]1[cH:3][c:4]2[c:5]([cH:19][cH:20]1)[NH:6][C:7](=[O:18])[CH2:8][C:9](=[O:17])[N:10]2[c:11]1[cH:12][cH:13][cH:14][cH:15][cH:16]1.[O:21]1[CH2:22][CH2:23][CH2:24][CH2:25]1.[Ti+4:38].[cH:28]1[cH:29][cH:30][cH:31][cH:32][cH:33]1>>[Cl:1][c:2]1[cH:3][c:4]2[c:5]([cH:19][cH:20]1)[N:6]=[C:7]([NH:27][CH3:26])[CH2:8][C:9](=[O:17])[N:10]2[c:11]1[cH:12][cH:13][cH:14][cH:15][cH:16]1.